From a dataset of the Open Reaction Database (ORD), a public repository of structured organic reaction records. describe an organic reaction: reactants, conditions, products, and yield The reactants are C1CCNCC1, Cc1ccccc1, O=Cc1cccc(-c2ccccc2C(F)(F)F)c1, O, O=C(O)c1ccccc1, O=C1CSC(=O)N1. The product is O=C1NC(=O)C(=Cc2cccc(-c3ccccc3C(F)(F)F)c2)S1. Reaction SMILES: [CH2:26]1[CH2:27][CH2:28][NH:29][CH2:30][CH2:31]1.[CH3:41][c:42]1[cH:43][cH:44][cH:45][cH:46][cH:47]1.[CH:1](=[O:2])[c:3]1[cH:4][c:5](-[c:9]2[c:10]([C:15]([F:16])([F:17])[F:18])[cH:11][cH:12][cH:13][cH:14]2)[cH:6][cH:7][cH:8]1.[OH2:48].[OH:32][C:33]([c:34]1[cH:35][cH:36][cH:37][cH:38][cH:39]1)=[O:40].[S:19]1[C:20](=[O:25])[NH:21][C:22](=[O:24])[CH2:23]1>>[CH:1]([c:3]1[cH:4][c:5](-[c:9]2[c:10]([C:15]([F:16])([F:17])[F:18])[cH:11][cH:12][cH:13][cH:14]2)[cH:6][cH:7][cH:8]1)=[C:23]1[S:19][C:20](=[O:25])[NH:21][C:22]1=[O:24]. Reactants: NN (hydrazine), O.NN (hydrazine hydrate), C1CCC2N=C3C=CC=CC3=C21 (tetrahydrocyclopenta[b]indole), ( 2 ). Yields the product NC1CCC2N=C3C=CC=CC3=C21 (aminotetrahydrocyclopenta[b]indole), ( 3 ). As a reaction SMILES: [CH2:1]1[C:12]2[CH:4]([N:5]=[C:6]3[C:11]=2[CH:10]=[CH:9][CH:8]=[CH:7]3)[CH2:3][CH2:2]1.[NH2:13]N.O.NN>>[NH2:13][CH:1]1[C:12]2[CH:4]([N:5]=[C:6]3[C:11]=2[CH:10]=[CH:9][CH:8]=[CH:7]3)[CH2:3][CH2:2]1 |f:2.3|. Procedure details: In Scheme 1, Step C, the phthalimide group of the tetrahydrocyclopenta[b]indole of formula (2) is cleaved with hydrazine or hydrazine hydrate to provide an aminotetrahydrocyclopenta[b]indole of formula (3) using conditions as described by M. Alajarín, et al (Eur. J. Org. Chem. 2002, 4222-4227). The reaction proceeds in a solvent mixture of tetrahydrofuran/ethanol in a ratio of about 5.5/1 by volume at a temperature of 0 to 50° C., preferably at about room temperature, for 4 to 72 hours. The resu... As a reaction SMILES: [CH2:1]([N:17]=[C:18]=[S:19])[CH2:2][CH2:3][CH2:4][CH2:5][CH2:6][CH2:7][CH2:8][CH2:9][CH2:10][CH2:11][CH2:12][CH2:13][CH2:14][CH2:15][CH3:16].[CH2:20]=[C:21]([CH2:24][OH:25])[CH2:22][OH:23]>CN(C)C1C=CN=CC=1.N1C=CC=CC=1>[CH2:1]([NH:17][C:18]([O:23][CH2:22][C:21](=[CH2:20])[CH2:24][OH:25])=[S:19])[CH2:2][CH2:3][CH2:4][CH2:5][CH2:6][CH2:7][CH2:8][CH2:9][CH2:10][CH2:11][CH2:12][CH2:13][CH2:14][CH2:15][CH3:16]. Reagents/catalysts: CN(C1=CC=NC=C1)C (4-dimethylaminopyridine). Run in N1=CC=CC=C1 (pyridine). Reactants: C(CCCCCCCCCCCCCCC)N=C=S (Hexadecyl isothiocyanate), C=C(CO)CO (2-methylenepropane-1,3-diol). Yields the product C(CCCCCCCCCCCCCCC)NC(=S)OCC(CO)=C (3-Hexadecylaminothiocarbonyloxy-2-methylenepropan-1-ol). Procedure details: Hexadecyl isothiocyanate (9.65 g) and 2-methylenepropane-1,3-diol) (3.0 g) were heated with pyridine (17 ml) and 4-dimethylaminopyridine (0.8 g) to 104° C. for 6.5 hours. The mixture was evaporated to dryness in vacuo and chromatographed on a Waters PrepLC®/System 500A using a PrepPAK®-500/SILICA cartridge with ether/chloroform/hexane 2:2:9 as eluent. Reactants: FC(OC=1C=C(CN2[C@H](CCC2=O)C(=O)O)C=CC1)(F)F ((R)-1-(3-trifluoromethoxy-benzyl)-5-oxo-pyrrolidine-2-carboxylic acid), O=[N-] (ketoamide), NC(C(C(=O)N)O)CC1=CC=CC=C1 (3-amino-2-hydroxy-4-phenylbutanamide), O[NH-] (hydroxyamide). The product is NC(C(C(CC1=CC=CC=C1)NC(=O)[C@@H]1N(C(CC1)=O)CC1=CC(=CC=C1)OC(F)(F)F)=O)=O ((2R)—N-(4-Amino-3,4-dioxo-1-phenylbutan-2-yl)-5-oxo-1-[3-(trifluoromethoxy)-benzyl]pyrrolidine-2-carboxamide). As a reaction SMILES: [F:1][C:2]([F:21])([F:20])[O:3][C:4]1[CH:5]=[C:6]([CH:17]=[CH:18][CH:19]=1)[CH2:7][N:8]1[C:12](=[O:13])[CH2:11][CH2:10][C@@H:9]1[C:14]([OH:16])=O.[NH2:22][CH:23]([CH2:29][C:30]1[CH:35]=[CH:34][CH:33]=[CH:32][CH:31]=1)[CH:24]([OH:28])[C:25]([NH2:27])=[O:26].O[NH-].O=[N-]>>[NH2:27][C:25](=[O:26])[C:24](=[O:28])[CH:23]([NH:22][C:14]([C@H:9]1[CH2:10][CH2:11][C:12](=[O:13])[N:8]1[CH2:7][C:6]1[CH:17]=[CH:18][CH:19]=[C:4]([O:3][C:2]([F:1])([F:21])[F:20])[CH:5]=1)=[O:16])[CH2:29][C:30]1[CH:31]=[CH:32][CH:33]=[CH:34][CH:35]=1. Procedure: Coupling of (R)-1-(3-trifluoromethoxy-benzyl)-5-oxo-pyrrolidine-2-carboxylic acid with 3-amino-2-hydroxy-4-phenylbutanamide and oxidation of the resulting hydroxyamide intermediate to the corresponding ketoamide Reaction SMILES: N1C=CC=CC=1.[Cl:7][C:8]1[CH:13]=[CH:12][C:11]([CH:14]([OH:30])[C:15]2[C:16]([C:25]([O:27][CH2:28][CH3:29])=[O:26])=[N:17][NH:18][C:19]=2[C:20]([O:22][CH2:23][CH3:24])=[O:21])=[C:10]([N+:31]([O-:33])=[O:32])[CH:9]=1.O=[Cr](=O)=O.C1C=CC=CN=1.C1C=CC=CN=1>C(Cl)Cl.[O-2].[Cr+6].[O-2].[O-2]>[Cl:7][C:8]1[CH:13]=[CH:12][C:11]([C:14]([C:15]2[C:19]([C:20]([O:22][CH2:23][CH3:24])=[O:21])=[N:18][NH:17][C:16]=2[C:25]([O:27][CH2:28][CH3:29])=[O:26])=[O:30])=[C:10]([N+:31]([O-:33])=[O:32])[CH:9]=1 |f:2.3.4,6.7.8.9|. Starting materials: N1=CC=CC=C1 (pyridine), N1=CC=CC=C1 (pyridine), ClC1=CC(=C(C=C1)C(C=1C(=NNC1C(=O)OCC)C(=O)OCC)O)[N+](=O)[O-] (diethyl 4-[(4-chloro-2-nitrophenyl)hydroxymethyl]-1H-pyrazole-3,5-dicarboxylate), N1=CC=CC=C1 (pyridine), N1=CC=CC=C1 (pyridine), N1=CC=CC=C1 (Pyridine), O=[Cr](=O)=O.C1=NC=CC=C1.C2=NC=CC=C2 (Collins reagent). Product: ClC1=CC(=C(C(=O)C=2C(=NNC2C(=O)OCC)C(=O)OCC)C=C1)[N+](=O)[O-] (Diethyl 4-(4-chloro-2-nitrobenzoyl)-1H-pyrazole-3,5-dicarboxylate). Procedure: Pyridine (481.6 g, 6.08 moles) was added dropwise over 35 minutes to a mechanically stirred suspension of chromium (VI) oxide (304.56 g, 3.05 moles) (WARNING: adding pyridine to chromium (VI) oxide is an extremely dangerous procedure and, therefore, chromium (VI) oxide should preferably be added to pyridine) and methylene chloride (6 L) under N2. The reaction as stirred for 40 minutes after pyridine addition was completed and then a solution of diethyl 4-[(4-chloro-2-nitrophenyl)hydroxymethyl]-1... Run at time 40 minute. The solvent is C(Cl)Cl (methylene chloride), C(Cl)Cl (methylene chloride), C(Cl)Cl (methylene chloride). Yield: 92.7%. Reagents/catalysts: [O-2].[Cr+6].[O-2].[O-2] (chromium (VI) oxide), [O-2].[Cr+6].[O-2].[O-2] (chromium (VI) oxide), [O-2].[Cr+6].[O-2].[O-2] (chromium (VI) oxide), [O-2].[Cr+6].[O-2].[O-2] (chromium (VI) oxide).